Dataset: the Open Reaction Database (ORD), a public repository of structured organic reaction records. Task: describe an organic reaction: reactants, conditions, products, and yield Starting materials: BrC=1C=C(C=CC1)C1=C(C(OC2=CC(=C(C=C12)C)Cl)=O)CC(=O)NC1=C(C=C(C=C1)F)C(F)(F)F (2-[4-(3-bromophenyl)-7-chloro-6-methyl-2-oxo-2H-chromen-3-yl]-N-[4-fluoro-2-(trifluoromethyl)phenyl]acetamide), CN(C=O)C (N,N-Dimethylformamide), C(C=C)(=O)OCCCC (butyl acrylate), C(C)(=O)[O-].[Na+] (sodium acetate). Reagents/catalysts: C(C)(=O)[O-].[Pd+2].C(C)(=O)[O-] (palladium acetate), C1(=C(C=CC=C1)P(C1=C(C=CC=C1)C)C1=C(C=CC=C1)C)C (tri-o-tolyl phosphine). Run in O (water), C(C)(=O)OCC (Ethyl acetate). Reaction conditions: time 10 minute. The product is ClC1=C(C=C2C(=C(C(OC2=C1)=O)CC(=O)NC1=C(C=C(C=C1)F)C(F)(F)F)C=1C=C(C=CC1)/C=C/C(=O)OCCCC)C (Butyl(2E)-3-{3-[7-chloro-3-(2-{[4-fluoro-2-(trifluoromethyl)phenyl]amino}-2-oxoethyl)-6-methyl-2-oxo-2H-chromen-4-yl]phenyl}acrylate). The yield is 84.9%. As a reaction SMILES: Br[C:2]1[CH:3]=[C:4]([C:8]2[C:17]3[C:12](=[CH:13][C:14]([Cl:19])=[C:15]([CH3:18])[CH:16]=3)[O:11][C:10](=[O:20])[C:9]=2[CH2:21][C:22]([NH:24][C:25]2[CH:30]=[CH:29][C:28]([F:31])=[CH:27][C:26]=2[C:32]([F:35])([F:34])[F:33])=[O:23])[CH:5]=[CH:6][CH:7]=1.CN(C)C=O.[C:41]([O:45][CH2:46][CH2:47][CH2:48][CH3:49])(=[O:44])[CH:42]=[CH2:43].C([O-])(=O)C.[Na+]>C([O-])(=O)C.[Pd+2].C([O-])(=O)C.C1(C)C=CC=CC=1P(C1C=CC=CC=1C)C1C=CC=CC=1C.O.C(OCC)(=O)C>[Cl:19][C:14]1[CH:13]=[C:12]2[C:17]([C:8]([C:4]3[CH:3]=[C:2](/[CH:43]=[CH:42]/[C:41]([O:45][CH2:46][CH2:47][CH2:48][CH3:49])=[O:44])[CH:7]=[CH:6][CH:5]=3)=[C:9]([CH2:21][C:22]([NH:24][C:25]3[CH:30]=[CH:29][C:28]([F:31])=[CH:27][C:26]=3[C:32]([F:35])([F:33])[F:34])=[O:23])[C:10](=[O:20])[O:11]2)=[CH:16][C:15]=1[CH3:18] |f:3.4,5.6.7|. Procedure: A mixture of 2-[4-(3-bromophenyl)-7-chloro-6-methyl-2-oxo-2H-chromen-3-yl]-N-[4-fluoro-2-(trifluoromethyl)phenyl]acetamide (2.00 g), palladium acetate (0.0079 g) and tri-o-tolyl phosphine (0.0214 g) was placed in a reaction vessel, and nitrogen was passed through the reaction vessel for 10 minutes to replace the atmosphere of the reaction vessel with nitrogen. N,N-Dimethylformamide (10 ml), butyl acrylate (0.677 g) and sodium acetate (0.317 g) were added successively thereto, and the mixture was... The reactants are ClC1=NC=CN=C1 (2-chloropyrazine), [Li]C=1C(=NC=CN1)Cl (lithiochloropyrazine), CC1(NC(CCC1)(C)C)C (2,2,6,6-tetramethylpiperidine), C(=O)=O (CO2), [Li]CCCC (nBuLi), N1=CC=CC2=CC=C(C=C12)C=O (quinoline-7-carbaldehyde), C(=O)=O (CO2). The solvent is C1CCOC1 (THF), CC(=O)C (acetone), C1CCOC1 (THF), CC(=O)C (acetone). Run at temperature -78 celsius, time 15 minute. Yields the product ClC=1C(=NC=CN1)C(O)C1=CC=C2C=CC=NC2=C1 ((3-chloropyrazin-2-yl)-quinolin-7-ylmethanol). RXN SMILES: CC1(C)CCCC(C)(C)N1.C(=O)=O.[Li]CCCC.[Cl:19][C:20]1[CH:25]=[N:24][CH:23]=[CH:22][N:21]=1.[N:26]1[C:35]2[C:30](=[CH:31][CH:32]=[C:33]([CH:36]=[O:37])[CH:34]=2)[CH:29]=[CH:28][CH:27]=1.[Li]C1C(Cl)=NC=CN=1>C1COCC1.CC(C)=O>[Cl:19][C:20]1[C:25]([CH:36]([C:33]2[CH:34]=[C:35]3[C:30]([CH:29]=[CH:28][CH:27]=[N:26]3)=[CH:31][CH:32]=2)[OH:37])=[N:24][CH:23]=[CH:22][N:21]=1. Procedure: To a solution of 2,2,6,6-tetramethylpiperidine (0.64 mL, 0.54 g, 3.8 mmol) in dry THF (10 mL), cooled by CO2(s)/acetone, was added nBuLi (2.5 M in hexanes; 1.6 mL, 4.0 mmol). The cooling bath was replaced with an ice/water bath for 15 min, and then the solution was re-cooled to −78° C. After 10 min, 2-chloropyrazine (0.29 mL, 0.37 g, 3.2 mmol) was added. A solution of quinoline-7-carbaldehyde (500 mg, 3.18 mmol) in dry THF (5 mL), cooled by CO2(s)/acetone, was transferred into the lithiochloropy... Reactants: N([C@@H](C)C(=O)OC)S(=O)(=O)C1=CC=C([N+](=O)[O-])C=C1 (Ns-Ala-OMe), N([C@@H](C)C(=O)N[C@@H](C)C(=O)NCCCCO)C(=O)OC(C)(C)C (Boc-Ala-Ala-NH—(CH2)4—OH), C1=CC=C(C=C1)P(C2=CC=CC=C2)C3=CC=CC=C3 (PPh3), CC(C)OC(=O)/N=N/C(=O)OC(C)C (DIAD), C1=CC=C(C=C1)P(C2=CC=CC=C2)C3=CC=CC=C3 (PPh3), CC(C)OC(=O)/N=N/C(=O)OC(C)C (DIAD). The solvent is C1CCOC1 (THF), C(Cl)Cl (DCM), CO (MeOH). Reaction conditions: time 10 hour. Product: N([C@@H](C)C(=O)N[C@@H](C)C(=O)NCCCCN([C@@H](C)C(=O)OC)S(=O)(=O)C1=CC=C([N+](=O)[O-])C=C1)C(=O)OC(C)(C)C (Boc-Ala-Ala-NH—(CH2)4—N(Ns)-Ala-OMe). RXN SMILES: [NH:1]([S:8]([C:11]1[CH:19]=[CH:18][C:14]([N+:15]([O-:17])=[O:16])=[CH:13][CH:12]=1)(=[O:10])=[O:9])[C@H:2]([C:4]([O:6][CH3:7])=[O:5])[CH3:3].[NH:20]([C:36]([O:38][C:39]([CH3:42])([CH3:41])[CH3:40])=[O:37])[C@H:21]([C:23]([NH:25][C@H:26]([C:28]([NH:30][CH2:31][CH2:32][CH2:33][CH2:34]O)=[O:29])[CH3:27])=[O:24])[CH3:22].C1C=CC(P(C2C=CC=CC=2)C2C=CC=CC=2)=CC=1.CC(OC(/N=N/C(OC(C)C)=O)=O)C>C1COCC1.C(Cl)Cl.CO>[NH:20]([C:36]([O:38][C:39]([CH3:42])([CH3:40])[CH3:41])=[O:37])[C@H:21]([C:23]([NH:25][C@H:26]([C:28]([NH:30][CH2:31][CH2:32][CH2:33][CH2:34][N:1]([S:8]([C:11]1[CH:19]=[CH:18][C:14]([N+:15]([O-:17])=[O:16])=[CH:13][CH:12]=1)(=[O:9])=[O:10])[C@H:2]([C:4]([O:6][CH3:7])=[O:5])[CH3:3])=[O:29])[CH3:27])=[O:24])[CH3:22]. Procedure details: To a cold (−15° C.) vigorously stirring solution of Ns-Ala-OMe (50 mg, 0.17 mmol), Boc-Ala-Ala-NH—(CH2)4—OH (57 mg, 0.17 mmol) and PPh3 (68 mg, 0.26 mmol) in dry THF (1.5 mL) was added DIAD (53 mg, 0.26 mmol) slowly dropwise. After 7 h another portion of PPh3 (68 mg, 0.26 mmol) and DIAD (52 mg, 0.26 mmol) was added and stirred for further 10 h, when TLC (MeOH:DCM) indicated complete consumption of the starting material. The mixture was concentrated under vacuum and the resulting residue was dilu... Reactants: C1(=CC=CC=C1)S(=O)(=O)Cl (Benzenesulfonyl chloride), NC=1C=CC(=NC1)C1=C(N=C(S1)NC(C)=O)C (N-[5-(5-aminopyridin-2-yl)-4-methyl-1,3-thiazol-2-yl]acetamide). Solvent: N1=CC=CC=C1 (pyridine). Reaction conditions: time 16 hour. Yields the product CC=1N=C(SC1C1=NC=C(C=C1)NS(=O)(=O)C1=CC=CC=C1)NC(C)=O (N-[4-Methyl-5-(5-phenylsulfonylaminopyridin-2-yl)-1,3-thiazol-2-yl]acetamide). Reaction SMILES: [C:1]1([S:7](Cl)(=[O:9])=[O:8])[CH:6]=[CH:5][CH:4]=[CH:3][CH:2]=1.[NH2:11][C:12]1[CH:13]=[CH:14][C:15]([C:18]2[S:22][C:21]([NH:23][C:24](=[O:26])[CH3:25])=[N:20][C:19]=2[CH3:27])=[N:16][CH:17]=1>N1C=CC=CC=1>[CH3:27][C:19]1[N:20]=[C:21]([NH:23][C:24](=[O:26])[CH3:25])[S:22][C:18]=1[C:15]1[CH:14]=[CH:13][C:12]([NH:11][S:7]([C:1]2[CH:6]=[CH:5][CH:4]=[CH:3][CH:2]=2)(=[O:9])=[O:8])=[CH:17][N:16]=1. Procedure: Benzenesulfonyl chloride (0.062 mL) was added to a stirred mixture of N-[5-(5-aminopyridin-2-yl)-4-methyl-1,3-thiazol-2-yl]acetamide (100 mg) and pyridine (1 mL) and the reaction mixture was stirred at room temperature for 16 hours. The reaction mixture was evaporated and the residue was triturated under methanol. The resultant precipitate was filtered off, washed in turn with methanol and diethyl ether and dried. There was thus obtained the title compound (85 mg); 1H NMR Spectrum: (DMSOd6) 2.13... Reactants: N1(CCCC1)CCC1=CC=C(C=C1)N (4-(2-Pyrrolidin-1-yl-ethyl)-phenylamine), OC=C1C(NC2=CC(=CC=C12)C(=O)C=1C=C(C=CC1)NC(=O)C=1N(N=C(C1)C)C)=O (2,5-Dimethyl-2H-pyrazole-3-carboxylic acid [3-(3-hydroxymethylene-2-oxo-2,3-dihydro-1H-indole-6-carbonyl)-phenyl]-amide). The solvent is C1CCOC1 (THF), Hexanes. Run at temperature 65 celsius, time 24 hour. The product is O=C1NC2=CC(=CC=C2C1=CNC1=CC=C(C=C1)CCN1CCCC1)C(=O)C=1C=C(C=CC1)NC(=O)C=1N(N=C(C1)C)C (2,5-Dimethyl-2H-pyrazole-3-carboxylic acid [3-(2-oxo-3-{[4-(2-pyrrolidin-1-yl-ethyl)-phenylamino]-methylene}-2,3-dihydro-1H-indole-6-carbonyl)-phenyl]-amide). Yield: 41.0%. RXN SMILES: O[CH:2]=[C:3]1[C:11]2[C:6](=[CH:7][C:8]([C:12]([C:14]3[CH:15]=[C:16]([NH:20][C:21]([C:23]4[N:24]([CH3:29])[N:25]=[C:26]([CH3:28])[CH:27]=4)=[O:22])[CH:17]=[CH:18][CH:19]=3)=[O:13])=[CH:9][CH:10]=2)[NH:5][C:4]1=[O:30].[N:31]1([CH2:36][CH2:37][C:38]2[CH:43]=[CH:42][C:41]([NH2:44])=[CH:40][CH:39]=2)[CH2:35][CH2:34][CH2:33][CH2:32]1>C1COCC1>[O:30]=[C:4]1[C:3](=[CH:2][NH:44][C:41]2[CH:42]=[CH:43][C:38]([CH2:37][CH2:36][N:31]3[CH2:35][CH2:34][CH2:33][CH2:32]3)=[CH:39][CH:40]=2)[C:11]2[C:6](=[CH:7][C:8]([C:12]([C:14]3[CH:15]=[C:16]([NH:20][C:21]([C:23]4[N:24]([CH3:29])[N:25]=[C:26]([CH3:28])[CH:27]=4)=[O:22])[CH:17]=[CH:18][CH:19]=3)=[O:13])=[CH:9][CH:10]=2)[NH:5]1. Procedure details: was charged with 2,5-Dimethyl-2H-pyrazole-3-carboxylic acid [3-(3-hydroxymethylene-2-oxo-2,3-dihydro-1H-indole-6-carbonyl)-phenyl]-amide (as prepared in Example 60, 100 mg, 0.249 mmol) and THF (2 mL). To the resulting solution was added 4-(2-Pyrrolidin-1-yl-ethyl)-phenylamine (47.3 mg, 0.249 mmol), and the mixture was stirred for 24 h at 65° C. The reaction mixture was cooled to room temperature. Hexanes were added to the reaction mixture causing a black precipitate to form. The precipitate was ... Reactants: C(C)(=O)[O-].[Na+] (sodium acetate), COC1=CC=C(C=N1)C=O (6-methoxy-3-pyridinecarbaldehyde), BrBr (bromine). The solvent is C(C)(=O)O (acetic acid), C(C)(=O)O (acetic acid). Reaction conditions: temperature 90 celsius, time 5 hour. Product: BrC=1C=C(C=NC1OC)C=O (5-Bromo-6-methoxy-pyridin-3-carbaldehyde). Reaction SMILES: [CH3:1][O:2][C:3]1[N:8]=[CH:7][C:6]([CH:9]=[O:10])=[CH:5][CH:4]=1.C([O-])(=O)C.[Na+].[Br:16]Br>C(O)(=O)C>[Br:16][C:4]1[CH:5]=[C:6]([CH:9]=[O:10])[CH:7]=[N:8][C:3]=1[O:2][CH3:1] |f:1.2|. Procedure details: (see Eur. J. Med. Chem.-Chim. Ther. 1977, 12, 531) 54.8 g (400 mMol) 6-methoxy-3-pyridinecarbaldehyde (Aldrich) are dissolved in 180 ml of acetic acid. 63.8 g (778 mMol) sodium acetate are added portionwise (slightly exothermic). Then a solution of 30 ml (582 mMol) of bromine in 120 ml of acetic acid is added dropwise during 30 min. The mixture is stirred for 5 h at 90° C., then cooled to RT and concentrated partially in vacuo. The residue is diluted with icewater, neutralized to pH 7.5 with 4 N... Reactants: ClC1=CC=C(C=C1)C1=NNC=C1C1=NC(=NC=C1)NC1=CC=C(C=C1)N1CCN(CC1)C ({4-[3-(4-chloro-phenyl)-1H-pyrazol-4-yl]-pyrimidin-2-yl}-[4-(4-methyl-piperazin-1-yl)-phenyl]-amine), CO (methanol). Product: ClC1=CC=C(C=C1)C1=NN(C=C1C1=NC(=NC=C1)NC1=CC=C(C=C1)N1CCN(CC1)C)C ({4-[3-(4-Chloro-phenyl)1-methyl-1H-pyrazol-4yl]-pyrimidin-2-yl}-[4-(4-methyl-piperazin-1-yl)-phenyl]-amine). As a reaction SMILES: [Cl:1][C:2]1[CH:7]=[CH:6][C:5]([C:8]2[C:12]([C:13]3[CH:18]=[CH:17][N:16]=[C:15]([NH:19][C:20]4[CH:25]=[CH:24][C:23]([N:26]5[CH2:31][CH2:30][N:29]([CH3:32])[CH2:28][CH2:27]5)=[CH:22][CH:21]=4)[N:14]=3)=[CH:11][NH:10][N:9]=2)=[CH:4][CH:3]=1.[CH3:33]O>>[Cl:1][C:2]1[CH:7]=[CH:6][C:5]([C:8]2[C:12]([C:13]3[CH:18]=[CH:17][N:16]=[C:15]([NH:19][C:20]4[CH:21]=[CH:22][C:23]([N:26]5[CH2:31][CH2:30][N:29]([CH3:32])[CH2:28][CH2:27]5)=[CH:24][CH:25]=4)[N:14]=3)=[CH:11][N:10]([CH3:33])[N:9]=2)=[CH:4][CH:3]=1. Reported procedure: The title compound is prepared as described in Example 55 starting from {4-[3-(4-chloro-phenyl)-1H-pyrazol-4-yl]-pyrimidin-2-yl}-[4-(4-methyl-piperazin-1-yl)-phenyl]-amine (Example 1) and using methanol instead.